Dataset: the Open Reaction Database (ORD), a public repository of structured organic reaction records. Task: describe an organic reaction: reactants, conditions, products, and yield The reactants are BrC=1C=C(C(=O)NC(CO)(C)C)C=CC1C (3-bromo-N-(1-hydroxy-2-methylpropan-2-yl)-4-methylbenzamide), S(=O)(Cl)Cl (thionyl chloride). Run in C(C)OCC (diethyl ether). Run at time 12 hour. The product is BrC=1C=C(C=CC1C)C=1OCC(N1)(C)C (2-(3-Bromo-4-methylphenyl)-4,4-dimethyl-4,5-dihydrooxazole). Yield: 61.7%. As a reaction SMILES: [Br:1][C:2]1[CH:3]=[C:4]([CH:13]=[CH:14][C:15]=1[CH3:16])[C:5]([NH:7][C:8]([CH3:12])([CH3:11])[CH2:9][OH:10])=O.S(Cl)(Cl)=O>C(OCC)C>[Br:1][C:2]1[CH:3]=[C:4]([C:5]2[O:10][CH2:9][C:8]([CH3:12])([CH3:11])[N:7]=2)[CH:13]=[CH:14][C:15]=1[CH3:16]. Procedure details: 3-bromo-N-(1-hydroxy-2-methylpropan-2-yl)-4-methylbenzamide (1.7 g, 6.04 mmol, 1.0 eq) was treated with thionyl chloride (0.9 mL, 12.08 mmol, 2.0 eq) and the neat reaction mixture was stirred at room temperature for 12 h. The mixture is diluted with diethyl ether (50 mL) and the precipitated solid was filtered and washed with diethyl ether (20 mL). The solid collected was dissolved in sodium hydroxide solution (1N, 15 mL) and extracted with diethyl ether (2×20 mL). The combined organic layers we...